From a dataset of the Open Reaction Database (ORD), a public repository of structured organic reaction records. describe an organic reaction: reactants, conditions, products, and yield Reactants: CS(=O)(=O)c1ccc2c(C(=O)c3ccc(F)cc3)c(OS(=O)(=O)C(F)(F)F)ccc2c1, N#C[K], C1COCCO1, c1ccc(P(c2ccccc2)(c2ccccc2)[Pd](P(c2ccccc2)(c2ccccc2)c2ccccc2)(P(c2ccccc2)(c2ccccc2)c2ccccc2)P(c2ccccc2)(c2ccccc2)c2ccccc2)cc1. The product is CS(=O)(=O)c1ccc2c(C(=O)c3ccc(F)cc3)c(C#N)ccc2c1. Reaction SMILES: [F:1][c:2]1[cH:3][cH:4][c:5]([C:6](=[O:7])[c:8]2[c:9]3[cH:10][cH:11][c:12]([S:26](=[O:27])(=[O:28])[CH3:29])[cH:13][c:14]3[cH:15][cH:16][c:17]2[O:18][S:19]([C:20]([F:21])([F:22])[F:23])(=[O:24])=[O:25])[cH:30][cH:31]1.[K:32][C:33]#[N:34].[O:35]1[CH2:36][CH2:37][O:38][CH2:39][CH2:40]1.[cH:41]1[cH:42][cH:43][c:44]([P:45]([Pd:46]([P:47]([c:48]2[cH:49][cH:50][cH:51][cH:52][cH:53]2)([c:54]2[cH:55][cH:56][cH:57][cH:58][cH:59]2)[c:60]2[cH:61][cH:62][cH:63][cH:64][cH:65]2)([P:66]([c:67]2[cH:68][cH:69][cH:70][cH:71][cH:72]2)([c:73]2[cH:74][cH:75][cH:76][cH:77][cH:78]2)[c:79]2[cH:80][cH:81][cH:82][cH:83][cH:84]2)[P:85]([c:86]2[cH:87][cH:88][cH:89][cH:90][cH:91]2)([c:92]2[cH:93][cH:94][cH:95][cH:96][cH:97]2)[c:98]2[cH:99][cH:100][cH:101][cH:102][cH:103]2)([c:104]2[cH:105][cH:106][cH:107][cH:108][cH:109]2)[c:110]2[cH:111][cH:112][cH:113][cH:114][cH:115]2)[cH:116][cH:117]1>>[F:1][c:2]1[cH:3][cH:4][c:5]([C:6](=[O:7])[c:8]2[c:9]3[cH:10][cH:11][c:12]([S:26](=[O:27])(=[O:28])[CH3:29])[cH:13][c:14]3[cH:15][cH:16][c:17]2[C:33]#[N:34])[cH:30][cH:31]1.